This data is from the Open Reaction Database (ORD), a public repository of structured organic reaction records. The task is: describe an organic reaction: reactants, conditions, products, and yield Reactants: COc1ccc2c(ccn2CC(=O)c2ccccc2Br)n1, NN, [Na+], [OH-], O, OCCOCCO. Yields the product COc1ccc2c(ccn2CCc2ccccc2Br)n1. Reaction SMILES: [Br:6][c:7]1[c:8]([C:13]([CH2:14][n:15]2[cH:16][cH:17][c:18]3[n:19][c:20]([O:24][CH3:25])[cH:21][cH:22][c:23]23)=[O:26])[cH:9][cH:10][cH:11][cH:12]1.[NH2:2][NH2:3].[Na+:5].[OH-:4].[OH2:1].[OH:27][CH2:28][CH2:29][O:30][CH2:31][CH2:32][OH:33]>>[Br:6][c:7]1[c:8]([CH2:13][CH2:14][n:15]2[cH:16][cH:17][c:18]3[n:19][c:20]([O:24][CH3:25])[cH:21][cH:22][c:23]23)[cH:9][cH:10][cH:11][cH:12]1. Reactants: CI (methyl iodide), [N+](=O)([O-])C1=CC=C(C=C1)N1C(NCC1)=O (1-(p-nitrophenyl)-2-imidazolidinone), [H-].[Na+] (sodium hydride), CI (methyl iodide), O (Water). The solvent is CN(C=O)C (dimethylformamide). Run at time 2 hour. Product: [N+](=O)([O-])C1=CC=C(C=C1)N1C(N(CC1)C)=O (1-(p-nitrophenyl)-3-methyl-2-imidazolidinone). As a reaction SMILES: [N+:1]([C:4]1[CH:9]=[CH:8][C:7]([N:10]2[CH2:14][CH2:13][NH:12][C:11]2=[O:15])=[CH:6][CH:5]=1)([O-:3])=[O:2].[H-].[Na+].[CH3:18]I.O>CN(C)C=O>[N+:1]([C:4]1[CH:5]=[CH:6][C:7]([N:10]2[CH2:14][CH2:13][N:12]([CH3:18])[C:11]2=[O:15])=[CH:8][CH:9]=1)([O-:3])=[O:2] |f:1.2|. Procedure: A solution of 1-(p-nitrophenyl)-2-imidazolidinone (25 g) in 450 ml of dimethylformamide is stirred under nitrogen and sodium hydride (50%, 6.4 g) added in small portions. The mixture is stirred at 50° for 11/2 hours, cooled to room temperature, and then methyl iodide (25 g) is added. After stirring 2 hours, the pH of the reaction mixture is 9. Another batch of methyl iodide (4 g) is added over 6 hours until the pH of the mixture is about 8. Water (150 ml) is added, the precipitated solid is filt... Reactants: CCO, N#Cc1cc(O)ccc1-c1ccco1. Yields the product NCc1cc(O)ccc1-c1ccco1. As a reaction SMILES: [CH3:15][CH2:16][OH:17].[o:1]1[c:2](-[c:6]2[c:7]([C:8]#[N:9])[cH:10][c:11]([OH:14])[cH:12][cH:13]2)[cH:3][cH:4][cH:5]1>>[o:1]1[c:2](-[c:6]2[c:7]([CH2:8][NH2:9])[cH:10][c:11]([OH:14])[cH:12][cH:13]2)[cH:3][cH:4][cH:5]1. The reactants are O=C([O-])[O-], COc1cc2nccc(Cl)c2cc1C#N, [Cs+], [Cs+], Cc1cc2c(F)c(O)ccc2[nH]1, CN(C)C=O. Yields the product COc1cc2nccc(Oc3ccc4[nH]c(C)cc4c3F)c2cc1C#N. Reaction SMILES: [C:28](=[O:29])([O-:30])[O-:31].[Cl:1][c:2]1[cH:3][cH:4][n:5][c:6]2[cH:7][c:8]([O:14][CH3:15])[c:9]([C:12]#[N:13])[cH:10][c:11]12.[Cs+:32].[Cs+:33].[F:16][c:17]1[c:18]2[cH:19][c:20]([CH3:27])[nH:21][c:22]2[cH:23][cH:24][c:25]1[OH:26].[O:34]=[CH:35][N:36]([CH3:37])[CH3:38]>>[c:2]1([O:26][c:25]2[c:17]([F:16])[c:18]3[cH:19][c:20]([CH3:27])[nH:21][c:22]3[cH:23][cH:24]2)[cH:3][cH:4][n:5][c:6]2[cH:7][c:8]([O:14][CH3:15])[c:9]([C:12]#[N:13])[cH:10][c:11]12. Starting materials: ClC1=CC=C(CNC(=O)C2=CN(C3=C(C=C(C=C3C2=O)CC2CCOCC2)I)C)C=C1 (N-(4-chlorobenzyl)-8-iodo-1-methyl-4-oxo-6-(tetrahydro-2H-pyran-4-ylmethyl)-1,4-dihydro-3-quinolinecarboxamide), CN(C)CC#C (N,N-dimethylpropargylamine). The reagents and catalysts are [Cu](I)I (copper iodide), Cl[Pd]([P](C1=CC=CC=C1)(C2=CC=CC=C2)C3=CC=CC=C3)([P](C4=CC=CC=C4)(C5=CC=CC=C5)C6=CC=CC=C6)Cl (Pd(PPh3)2Cl2). The solvent is C(C)NCC (diethylamine). Yields the product ClC1=CC=C(CNC(=O)C2=CN(C3=C(C=C(C=C3C2=O)CC2CCOCC2)C#CCN(C)C)C)C=C1 (N-(4-chlorobenzyl)-8-[3-(dimethylamino)-1-propynyl]-1-methyl-4-oxo-6-(tetrahydro-2H-pyran-4-ylmethyl)-1,4-dihydro-3-quinolinecarboxamide). The yield is 70.0%. As a reaction SMILES: [Cl:1][C:2]1[CH:31]=[CH:30][C:5]([CH2:6][NH:7][C:8]([C:10]2[C:19](=[O:20])[C:18]3[C:13](=[C:14](I)[CH:15]=[C:16]([CH2:21][CH:22]4[CH2:27][CH2:26][O:25][CH2:24][CH2:23]4)[CH:17]=3)[N:12]([CH3:29])[CH:11]=2)=[O:9])=[CH:4][CH:3]=1.[CH3:32][N:33]([CH2:35][C:36]#[CH:37])[CH3:34]>C(NCC)C.[Cu](I)I.Cl[Pd](Cl)([P](C1C=CC=CC=1)(C1C=CC=CC=1)C1C=CC=CC=1)[P](C1C=CC=CC=1)(C1C=CC=CC=1)C1C=CC=CC=1>[Cl:1][C:2]1[CH:31]=[CH:30][C:5]([CH2:6][NH:7][C:8]([C:10]2[C:19](=[O:20])[C:18]3[C:13](=[C:14]([C:37]#[C:36][CH2:35][N:33]([CH3:34])[CH3:32])[CH:15]=[C:16]([CH2:21][CH:22]4[CH2:27][CH2:26][O:25][CH2:24][CH2:23]4)[CH:17]=3)[N:12]([CH3:29])[CH:11]=2)=[O:9])=[CH:4][CH:3]=1 |^1:48,67|. Procedure details: A solution of N-(4-chlorobenzyl)-8-iodo-1-methyl-4-oxo-6-(tetrahydro-2H-pyran-4-ylmethyl)-1,4-dihydro-3-quinolinecarboxamide (0.070 g), copper iodide (0.013 g), Pd(PPh3)2Cl2 (0.007 g) and N,N-dimethylpropargylamine (0.020 mL) in 7 mL diethylamine is stirred at room temperature for 3 days. The reaction is partitioned between CH2Cl2 and H20. The aqueous layer is extracted 3× with CH2Cl2. The organics are combined, dried over Na2SO4, filtered and concentrated. The residue is dissolved in CH2Cl2 and... Starting materials: Cl (hydrochloric acid), CSC1=C(C=CC=C1)CC#N ((2-methylsulfanylphenyl)acetonitrile), C[O-].[Na+] (sodium methylate), C1CCOC1 (THF), C(C=C)(=O)OC (methyl acrylate). Run at temperature 20 celsius, time 1 hour. The product is CSC1=C(C=CC=C1)C1(CCC(CC1)=O)C#N (1-(2-Methylsulfanylphenyl)-4-oxocyclohexanecarbonitrile). As a reaction SMILES: [CH3:1][S:2][C:3]1[CH:8]=[CH:7][CH:6]=[CH:5][C:4]=1[CH2:9][C:10]#[N:11].C[O-].[Na+].[C:15]([O:19]C)(=O)[CH:16]=[CH2:17].Cl.[CH2:22]1COC[CH2:23]1>>[CH3:1][S:2][C:3]1[CH:8]=[CH:7][CH:6]=[CH:5][C:4]=1[C:9]1([C:10]#[N:11])[CH2:17][CH2:16][C:15](=[O:19])[CH2:23][CH2:22]1 |f:1.2|. Procedure details: 3.05 g of (2-methylsulfanylphenyl)acetonitrile were added dropwise to a mixture of 3.3 ml of 30% strength sodium methylate solution in MOH and 10 ml of dry THF and stirred for 1 h at 20° C. 1.69 ml of methyl acrylate were then added at 20° C. and the reaction mixture was heated for 4 h under reflux. After cooling, the reaction mixture was poured onto cold 2 N hydrochloric acid and extracted three times with 100 ml each of DCM. The combined organic phases were washed with 100 ml of water and 100 ... Reactants: C(C)(C)(C)NCC(=O)C1=CC(=C(C=C1)OC(C(C)(C)C)=O)O (3-hydroxy-4-(pivalyloxy)phenyl tert-butylaminomethyl ketone), C[O-].[Na+] (sodium methoxide), C1(=CC=CC=C1)[O-].[Na+] (sodium phenolate salt), COC=1C=C(C(=O)Cl)C=C(C1OC)OC (3,4,5-trimethoxybenzoyl chloride). The product is C(C)(C)(C)NCC(=O)C1=CC(=C(C=C1)OC(C(C)(C)C)=O)OC(C1=CC(=C(C(=C1)OC)OC)OC)=O (3-(3,4,5-trimethoxybenzoyloxy)-4-(pivalyloxy)phenyl tert-butylaminomethyl ketone). Reaction SMILES: [C:1]([NH:5][CH2:6][C:7]([C:9]1[CH:14]=[CH:13][C:12]([O:15][C:16](=[O:21])[C:17]([CH3:20])([CH3:19])[CH3:18])=[C:11]([OH:22])[CH:10]=1)=[O:8])([CH3:4])([CH3:3])[CH3:2].C[O-].[Na+].C1([O-])C=CC=CC=1.[Na+].[CH3:34][O:35][C:36]1[CH:37]=[C:38]([CH:42]=[C:43]([O:47][CH3:48])[C:44]=1[O:45][CH3:46])[C:39](Cl)=[O:40]>>[C:1]([NH:5][CH2:6][C:7]([C:9]1[CH:14]=[CH:13][C:12]([O:15][C:16](=[O:21])[C:17]([CH3:20])([CH3:19])[CH3:18])=[C:11]([O:22][C:39](=[O:40])[C:38]2[CH:37]=[C:36]([O:35][CH3:34])[C:44]([O:45][CH3:46])=[C:43]([O:47][CH3:48])[CH:42]=2)[CH:10]=1)=[O:8])([CH3:4])([CH3:2])[CH3:3] |f:1.2,3.4|. Procedure: Following a procedure similar to that described in Example 30A above, when 3-hydroxy-4-(pivalyloxy)phenyl tert-butylaminomethyl ketone is interacted with one equivalent of sodium methoxide and the resulting sodium phenolate salt is reacted with 3,4,5-trimethoxybenzoyl chloride there is obtained 3-(3,4,5-trimethoxybenzoyloxy)-4-(pivalyloxy)phenyl tert-butylaminomethyl ketone which reacts with hydrochloric acid to yield the hydrochloride salt. When this hydrochloride is catalytically hydrogenated,... Starting materials: ClC1=C(C=C(C=C1N)C(F)(F)F)N (4-chloro-3,5-diaminobenzotrifluoride), COCC(=O)Cl (methoxyacetyl chloride). Solvent: N1=CC=CC=C1 (pyridine). Run at time 3 hour. Product: COCC(=O)NC=1C=C(C=C(C1Cl)NC(COC)=O)C(F)(F)F (3,5-bis(methoxyacetylamino)-4-chlorobenzotrifluoride). As a reaction SMILES: [Cl:1][C:2]1[C:7]([NH2:8])=[CH:6][C:5]([C:9]([F:12])([F:11])[F:10])=[CH:4][C:3]=1[NH2:13].[CH3:14][O:15][CH2:16][C:17](Cl)=[O:18]>N1C=CC=CC=1>[CH3:14][O:15][CH2:16][C:17]([NH:8][C:7]1[CH:6]=[C:5]([C:9]([F:11])([F:12])[F:10])[CH:4]=[C:3]([NH:13][C:17](=[O:18])[CH2:16][O:15][CH3:14])[C:2]=1[Cl:1])=[O:18]. Procedure: To a solution of 4-chloro-3,5-diaminobenzotrifluoride (4.2 g) in pyridine (80 ml) is added dropwise methoxyacetyl chloride (4.0 ml) at room temperature. The mixture is stirred at room temperature for 3 hours, and thereafter, pyridine is distilled off under reduced pressure. To the residue is added water, and the resulting solid substance is separated by filtration and washed with water. The resulting crude crystals are recrystallized from ethanol to give the title compound (5.0 g) having the fol... Starting materials: FC1=C(C=CC(=C1)F)[C@]([C@@H](C)N1C(N(CC1)C1=CC=C(C=C1)N1N=NC=C1)=O)(CN1N=CN=C1)O (1-[(1R,2R)-2-(2,4-difluorophenyl)-2-hydroxy-1-methyl-3-(1H-1,2,4-triazol-1-yl)propyl]-3-[4-(1H-1,2,3-triazol-1-yl)phenyl]-2-imidazolidinone), C(C)(=O)OCCl (chloromethyl acetate). Reaction conditions: temperature 100 celsius, time 24 hour. Product: [Cl-].C(C)(=O)OCN1C=N[NH+](C1)C[C@]([C@@H](C)N1C(N(CC1)C1=CC=C(C=C1)N1N=NC=C1)=O)(O)C1=C(C=C(C=C1)F)F (4-acetoxymethyl-1-[(2R,3R)-2-(2,4-difluorophenyl)-2-hydroxy-3-[2-oxo-3-[4-(1H-1,2,3-triazol-1-yl)phenyl]-1-imidazolidinyl]butyl]-1H-1,2,4-triazolium chloride). Yield: 12.2%. As a reaction SMILES: [F:1][C:2]1[CH:7]=[C:6]([F:8])[CH:5]=[CH:4][C:3]=1[C@@:9]([OH:35])([CH2:29][N:30]1[CH:34]=[N:33][CH:32]=[N:31]1)[C@H:10]([N:12]1[CH2:16][CH2:15][N:14]([C:17]2[CH:22]=[CH:21][C:20]([N:23]3[CH:27]=[CH:26][N:25]=[N:24]3)=[CH:19][CH:18]=2)[C:13]1=[O:28])[CH3:11].[C:36]([O:39][CH2:40][Cl:41])(=[O:38])[CH3:37]>>[Cl-:41].[C:36]([O:39][CH2:40][N:33]1[CH2:34][NH+:30]([CH2:29][C@@:9]([C:3]2[CH:4]=[CH:5][C:6]([F:8])=[CH:7][C:2]=2[F:1])([OH:35])[C@H:10]([N:12]2[CH2:16][CH2:15][N:14]([C:17]3[CH:18]=[CH:19][C:20]([N:23]4[CH:27]=[CH:26][N:25]=[N:24]4)=[CH:21][CH:22]=3)[C:13]2=[O:28])[CH3:11])[N:31]=[CH:32]1)(=[O:38])[CH3:37] |f:2.3|. Procedure: A mixture of 1-[(1R,2R)-2-(2,4-difluorophenyl)-2-hydroxy-1-methyl-3-(1H-1,2,4-triazol-1-yl)propyl]-3-[4-(1H-1,2,3-triazol-1-yl)phenyl]-2-imidazolidinone (0.30 g) and chloromethyl acetate (1.35 g) was stirred for 24 hours at 100° C. The reaction mixture was concentrated under reduced pressure. The residue was subjected to ODS column chromatography (eluent: methanol/water=3/2) to give 4-acetoxymethyl-1-[(2R,3R)-2-(2,4-difluorophenyl)-2-hydroxy-3-[2-oxo-3-[4-(1H-1,2,3-triazol-1-yl)phenyl]-1-imidazo...